Dataset: the Open Reaction Database (ORD), a public repository of structured organic reaction records. Task: describe an organic reaction: reactants, conditions, products, and yield Reactants: CCOC(=O)C1(NC(=O)c2cc(Br)cc(C)c2OC2CCC2)Cc2ccccc2C1, C1COCCO1, CO, CO, ClCCl, O. Yields the product Cc1cc(Br)cc(C(=O)NC2(C(=O)O)Cc3ccccc3C2)c1OC1CCC1. Reaction SMILES: [CH2:1]([CH3:2])[O:3][C:4](=[O:5])[C:6]1([NH:15][C:16]([c:17]2[c:18]([O:25][CH:26]3[CH2:27][CH2:28][CH2:29]3)[c:19]([CH3:24])[cH:20][c:21]([Br:23])[cH:22]2)=[O:30])[CH2:7][c:8]2[cH:9][cH:10][cH:11][cH:12][c:13]2[CH2:14]1.[CH2:31]1[O:32][CH2:33][CH2:34][O:35][CH2:36]1.[CH3:37][OH:38].[CH3:40][OH:41].[Cl:42][CH2:43][Cl:44].[OH2:39]>>[O:3]=[C:4]([OH:5])[C:6]1([NH:15][C:16]([c:17]2[c:18]([O:25][CH:26]3[CH2:27][CH2:28][CH2:29]3)[c:19]([CH3:24])[cH:20][c:21]([Br:23])[cH:22]2)=[O:30])[CH2:7][c:8]2[cH:9][cH:10][cH:11][cH:12][c:13]2[CH2:14]1. Starting materials: FC=1C=CC(=C(C1)O)[N+](=O)[O-] (5-Fluoro-2-nitrophenol), C[O-].[Na+] (sodium methoxide), Cl (HCl). Solvent: CO (methanol). Conditions: temperature 60 celsius. The product is COC=1C=CC(=C(C1)O)[N+](=O)[O-] (5-methoxy-2-nitrophenol). Yield: 93.0%. Reaction SMILES: F[C:2]1[CH:3]=[CH:4][C:5]([N+:9]([O-:11])=[O:10])=[C:6]([OH:8])[CH:7]=1.[CH3:12][O-:13].[Na+].Cl>CO>[CH3:12][O:13][C:2]1[CH:3]=[CH:4][C:5]([N+:9]([O-:11])=[O:10])=[C:6]([OH:8])[CH:7]=1 |f:1.2|. Procedure: Part A: 5-Fluoro-2-nitrophenol (5.00 g, 31.8 mmol) and methanol (120 mL) were combined and the mixture was treated with sodium methoxide (4.6 mL, 190.8 mmol, 25% w/w solution in MeOH). The reaction mixture was heated at 60° C. for 40 h. The mixture was transferred to a separatory funnel containing cold 1 N HCl and the aqueous layer was extracted with EtOAc (3×). The combined organic layers were washed with brine, dried over MgSO4, filtered and concentrated to afford 5-methoxy-2-nitrophenol (5.0 ... Starting materials: CN1CCNCC1, COCCOC, CS(=O)(=O)c1nc(N)nc(-c2ccco2)c1C#N. Yields the product CN1CCN(c2nc(N)nc(-c3ccco3)c2C#N)CC1. As a reaction SMILES: [CH3:1][N:2]1[CH2:3][CH2:4][NH:5][CH2:6][CH2:7]1.[CH3:26][O:27][CH2:28][CH2:29][O:30][CH3:31].[NH2:8][c:9]1[n:10][c:11]([S:22]([CH3:23])(=[O:24])=[O:25])[c:12]([C:20]#[N:21])[c:13](-[c:15]2[o:16][cH:17][cH:18][cH:19]2)[n:14]1>>[CH3:1][N:2]1[CH2:3][CH2:4][N:5]([c:11]2[n:10][c:9]([NH2:8])[n:14][c:13](-[c:15]3[o:16][cH:17][cH:18][cH:19]3)[c:12]2[C:20]#[N:21])[CH2:6][CH2:7]1. Starting materials: [H][H] (hydrogen), CN(C[C@@H](C(=O)C1=CC(=CC=C1)[N+](=O)[O-])C)C ((S)-3-(dimethylamino)-2-methyl-1-(3-nitro-phenyl)-propan-1-one), initial product. The reagents and catalysts are [Pd] (Pd/C). The solvent is CC1OCCC1 (methyl-tetrahydrofuran). Run at temperature 2 celsius. Yields the product CN(C[C@@H](C(=O)C1=CC(=CC=C1)N)C)C ((S)-3-(dimethylamino)-2-methyl-1-(3-aminophenyl)-propan-1-one). The yield is 98.0%. RXN SMILES: [CH3:1][N:2]([CH3:17])[CH2:3][C@H:4]([CH3:16])[C:5]([C:7]1[CH:12]=[CH:11][CH:10]=[C:9]([N+:13]([O-])=O)[CH:8]=1)=[O:6].[H][H]>[Pd].CC1CCCO1>[CH3:17][N:2]([CH3:1])[CH2:3][C@H:4]([CH3:16])[C:5]([C:7]1[CH:12]=[CH:11][CH:10]=[C:9]([NH2:13])[CH:8]=1)=[O:6]. Procedure: (S)-3-(dimethylamino)-2-methyl-1-(3-nitro-phenyl)-propan-1-one (100 g, 0.423 mol), methyl-tetrahydrofuran (400 ml) and Pd/C 5%, anhydrous (4.0 g) are added into a 1 liter autoclave, at room temperature. The suspension is cooled to 0-4° C., then it is hydrogenated at 2 bars of hydrogen gas without exceeding 8° C. The conversion is monitored using HPLC and it is deemed complete when the HPLC area % of the initial product and the reaction intermediates is <0.3. Then catalyst is filtered and the sol... Reactants: COC(C1=C(C=C(C=C1)F)OC1CCN(CC1)C(=O)OC(C)(C)C)=O (methyl-2-(1-tert-butoxycarbonylpiperidin-4-yloxy)-4-fluorobenzoate), [Li+].[OH-] (LiOH), CO (MeOH), C1CCOC1 (THF). The solvent is CCOC(=O)C (EtOAc). Reaction conditions: time 8 hour. Yields the product C(C)(C)(C)OC(=O)N1CCC(CC1)OC1=C(C(=O)O)C=CC(=C1)F (2-(1-tert-Butoxycarbonylpiperidin-4-yloxy)-4-fluorobenzoic acid). Isolated yield 76.1%. RXN SMILES: C[O:2][C:3](=[O:25])[C:4]1[CH:9]=[CH:8][C:7]([F:10])=[CH:6][C:5]=1[O:11][CH:12]1[CH2:17][CH2:16][N:15]([C:18]([O:20][C:21]([CH3:24])([CH3:23])[CH3:22])=[O:19])[CH2:14][CH2:13]1.[Li+].[OH-].CO.C1COCC1>CCOC(C)=O>[C:21]([O:20][C:18]([N:15]1[CH2:16][CH2:17][CH:12]([O:11][C:5]2[CH:6]=[C:7]([F:10])[CH:8]=[CH:9][C:4]=2[C:3]([OH:25])=[O:2])[CH2:13][CH2:14]1)=[O:19])([CH3:24])([CH3:22])[CH3:23] |f:1.2|. Procedure: A mixture of methyl-2-(1-tert-butoxycarbonylpiperidin-4-yloxy)-4-fluorobenzoate (3.05 g, 8.64 mmol), 1 M aq LiOH (15 mL, 15 mmol), MeOH (15 mL), and THF (45 mL) was stirred overnight. The reaction was diluted with EtOAc, washed with satd citric acid, dried over MgSO4, concentrated, and triturated with ether to give the desired product as a white solid (2.23 g, 76%).